describe an organic reaction: reactants, conditions, products, and yield From a dataset of the Open Reaction Database (ORD), a public repository of structured organic reaction records. Starting materials: Cl[Sn]Cl (SnCl2), N1CCCC1 (pyrrolidine), Cl[Sn]Cl (SnCl2), ClC1=CC=C(C=C1)C(=CF)N1CCCC1 ([1-(4-chlorophenyl)-2-fluorovinyl]pyrrolidine), ClC1=CC=C(C=C1)C(CF)=O (1-(4-chlorophenyl)-2-fluoroethan-1-one), N1CCCC1 (pyrrolidine), CC1=NC(=C(C(=N1)Cl)[N+](=O)[O-])Cl (2-methyl-4,6-dichloro-5-nitropyrimidine), C(C)(C)N(C(C)C)CC (N,N-diisopropylethylamine), N1CCCCC1 (piperidine), Cl[Sn]Cl (SnCl2), N1CCCCC1 (piperidine). The reagents and catalysts are Cl[Ti](Cl)(Cl)Cl (TiCl4). Run in CN(C)C=O (DMF), CCN(CC)CC (NEt3). Reaction conditions: temperature 140 celsius, time 16 hour. The product is CC1NC(CC(C1)C1=NC=C2C(N1)=C(C=N2)N2CCCC2)C2=CC=CC=C2 (2-methyl-6-phenyl-4-piperidyl-7-pyrrolidinylpyrrolo[3,2-d]pyrimidine). Isolated yield 8.0%. As a reaction SMILES: ClC1C=CC([C:8]([N:11]2[CH2:15][CH2:14][CH2:13][CH2:12]2)=[CH:9]F)=CC=1.Cl[C:17]1[CH:22]=[CH:21][C:20]([C:23](=O)[CH2:24]F)=[CH:19][CH:18]=1.N1CCCC1.[CH3:32][C:33]1[N:38]=[C:37](Cl)[C:36]([N+:40]([O-])=O)=[C:35](Cl)[N:34]=1.[CH:44]([N:47](CC)C(C)C)([CH3:46])[CH3:45].N1CCCCC1.Cl[Sn]Cl>CN(C=O)C.Cl[Ti](Cl)(Cl)Cl.CCN(CC)CC>[CH3:45][CH:44]1[CH2:46][CH:32]([C:33]2[NH:38][C:37]3=[C:8]([N:11]4[CH2:12][CH2:13][CH2:14][CH2:15]4)[CH:9]=[N:40][C:36]3=[CH:35][N:34]=2)[CH2:24][CH:23]([C:20]2[CH:21]=[CH:22][CH:17]=[CH:18][CH:19]=2)[NH:47]1. Procedure details: Using the method described in Example 30 by employing [1-(4-chlorophenyl)-2-fluorovinyl]pyrrolidine (freshly prepared before use from 1-(4-chlorophenyl)-2-fluoroethan-1-one (Example 153(a)), pyrrolidine and TiCl4 (see Example 30) (3.00 g, 13.3 mmol), 2-methyl-4,6-dichloro-5-nitropyrimidine (Example 76(b)) (2.80 g, 13.3 mmol), N,N-diisopropylethylamine (2.3 mL, 13.3 mmol), piperidine (2.1 mL, 21.3 mmol), NEt3 (2.2 mL) and SnCl2 (40 mL of a 2 M soln in DMF). In this example, the SnCl2 solution was... Starting materials: FC1=NC=CC=C1OC1=CC2=C(NC(=N2)C2=NC=CC=C2)C=C1OC=1C=NC(=CC1)S(=O)(=O)CC (5-(2-Fluoropyridin-3-yloxy)-6-(6-ethanesulfonyl-pyridin-3-yloxy)-2-pyridin-2-yl-1H-benzimidazole), N1N=C(C=C1)C=O (1H-pyrazole-3-carboxaldehyde). The product is FC1=NC=CC=C1OC1=CC2=C(NC(=N2)C2=NNC=C2)C=C1OC=1C=NC(=CC1)S(=O)(=O)CC (5-(2-Fluoropyridin-3-yloxy)-2-(1H-pyrazol-3-yl)-6-(6-ethanesulfonyl-pyridin-3-yloxy)-1H-benzimidazole). As a reaction SMILES: [F:1][C:2]1[C:7]([O:8][C:9]2[C:23]([O:24][C:25]3[CH:26]=[N:27][C:28]([S:31]([CH2:34][CH3:35])(=[O:33])=[O:32])=[CH:29][CH:30]=3)=[CH:22][C:12]3[NH:13][C:14]([C:16]4[CH:21]=[CH:20]C=C[N:17]=4)=[N:15][C:11]=3[CH:10]=2)=[CH:6][CH:5]=[CH:4][N:3]=1.[NH:36]1C=CC(C=O)=N1>>[F:1][C:2]1[C:7]([O:8][C:9]2[C:23]([O:24][C:25]3[CH:26]=[N:27][C:28]([S:31]([CH2:34][CH3:35])(=[O:32])=[O:33])=[CH:29][CH:30]=3)=[CH:22][C:12]3[NH:13][C:14]([C:16]4[CH:21]=[CH:20][NH:36][N:17]=4)=[N:15][C:11]=3[CH:10]=2)=[CH:6][CH:5]=[CH:4][N:3]=1. Procedure: The entitled compound was obtained as a colorless solid in the same method as in Example 202 or in accordance with the method or by combining it with an ordinary method but using 4-(2-fluoropyridin-3-yloxy)-5-(6-ethanesulfonyl-pyridin-3-yloxy)-benzene-1,2-diamine obtained in Example 239, and 1H-pyrazole-3-carboxaldehyde. Reactants: Cc1ccccc1S(=O)(=O)n1ccc2c(Br)cccc21, C=C[Sn](CCCC)(CCCC)CCCC, CC#N. Yields the product C=Cc1cccc2c1ccn2S(=O)(=O)c1ccccc1C. Reaction SMILES: [Br:1][c:2]1[c:3]2[cH:4][cH:5][n:6]([S:11](=[O:12])(=[O:13])[c:14]3[c:15]([CH3:20])[cH:16][cH:17][cH:18][cH:19]3)[c:7]2[cH:8][cH:9][cH:10]1.[CH2:21]([CH2:22][CH2:34][CH3:35])[Sn:23]([CH2:24][CH2:25][CH2:26][CH3:27])([CH2:28][CH2:29][CH2:30][CH3:31])[CH:32]=[CH2:33].[CH3:36][C:37]#[N:38]>>[c:2]1([CH:21]=[CH2:22])[c:3]2[cH:4][cH:5][n:6]([S:11](=[O:12])(=[O:13])[c:14]3[c:15]([CH3:20])[cH:16][cH:17][cH:18][cH:19]3)[c:7]2[cH:8][cH:9][cH:10]1. The reactants are C(C)N(C(C)C)C(C)C (N-ethyldiisopropylamine), Cl.COC1=CC=C(C2=C1N=C(S2)C=2NC1=C(CNCC1)N2)N2CCOCC2 (2-(4-methoxy-7-morpholin-4-yl-benzothiazol-2-yl)-4,5,6,7-tetrahydro-1H-imidazo[4,5-c]pyridine hydrochloride), C(C)(=O)Cl (acetyl chloride). The solvent is O1CCCC1 (tetrahydrofurane), O1CCCC1 (tetrahydrofurane). The product is COC1=CC=C(C2=C1N=C(S2)C=2NC1=C(CN(CC1)C(C)=O)N2)N2CCOCC2 (1-[2-(4-methoxy-7-morpholin-4-yl-benzothiazol-2-yl)-1,4,6,7-tetrahydro-imidazo[4,5-c]pyridin-5-yl]-ethanone). Yield: 89.0%. As a reaction SMILES: Cl.[CH3:2][O:3][C:4]1[C:9]2[N:10]=[C:11]([C:13]3[NH:14][C:15]4[CH2:20][CH2:19][NH:18][CH2:17][C:16]=4[N:21]=3)[S:12][C:8]=2[C:7]([N:22]2[CH2:27][CH2:26][O:25][CH2:24][CH2:23]2)=[CH:6][CH:5]=1.C(N(C(C)C)C(C)C)C.[C:37](Cl)(=[O:39])[CH3:38]>O1CCCC1>[CH3:2][O:3][C:4]1[C:9]2[N:10]=[C:11]([C:13]3[NH:14][C:15]4[CH2:20][CH2:19][N:18]([C:37](=[O:39])[CH3:38])[CH2:17][C:16]=4[N:21]=3)[S:12][C:8]=2[C:7]([N:22]2[CH2:23][CH2:24][O:25][CH2:26][CH2:27]2)=[CH:6][CH:5]=1 |f:0.1|. Reported procedure: To a suspension of 0.01 g 2-(4-methoxy-7-morpholin-4-yl-benzothiazol-2-yl)-4,5,6,7-tetrahydro-1H-imidazo[4,5-c]pyridine hydrochloride in 0.8 ml tetrahydrofurane were added at 0–4° C. 0.02 ml N-ethyldiisopropylamine and 0.002 ml acetyl chloride in 0.25 ml tetrahydrofurane. The mixture was refluxed over night, silicagel was added and the solvent was distilled off. The residue was transferred to a column prefilled with silicagel and was chromatographed with ethylacetate/methanol 95:5 to yield 0.009... The solvent is CO (methanol). The reactants are C(C)(C)(C)OC(=O)N[C@@H](C(C)C)C(=O)N[C@H](CCC(=O)OCC1=CC=CC=C1)C(N)=O (Benzyl t-butyloxycarbonyl-L-valyl-D-isoglutaminate). Procedure details: Benzyl t-butyloxycarbonyl-L-valyl-D-isoglutaminate (7.5 g, 17.2 mmol) was catalytically hydrogenated in methanol (150 ml) using palladium black as a catalyst at room temperature for 6 hours. The catalyst was filtered and the solvent was evaporated. Petroleum ether was added to the residue. After trituration, the resulting powder was filtered. Reprecipitation from ethyl acetate/petroleum ether gave t-butyloxycarbonyl-L-valyl-D-isoglutamine (6.0 g). m.p. 89°-90° C. (dec.). [α]D23 +9.46° (C 0.5, DM... Product: C(C)(C)(C)OC(=O)N[C@@H](C(C)C)C(=O)N[C@H](CCC(=O)O)C(N)=O (t-butyloxycarbonyl-L-valyl-D-isoglutamine). The reagents and catalysts are [Pd] (palladium black). Isolated yield 101.0%. Reaction SMILES: [C:1]([O:5][C:6]([NH:8][C@H:9]([C:13]([NH:15][C@@H:16]([C:29](=[O:31])[NH2:30])[CH2:17][CH2:18][C:19]([O:21]CC1C=CC=CC=1)=[O:20])=[O:14])[CH:10]([CH3:12])[CH3:11])=[O:7])([CH3:4])([CH3:3])[CH3:2]>CO.[Pd]>[C:1]([O:5][C:6]([NH:8][C@H:9]([C:13]([NH:15][C@@H:16]([C:29](=[O:31])[NH2:30])[CH2:17][CH2:18][C:19]([OH:21])=[O:20])=[O:14])[CH:10]([CH3:12])[CH3:11])=[O:7])([CH3:3])([CH3:4])[CH3:2]. Reactants: ClCCOC (1-chloro-2-methoxyethane), C([O-])([O-])=O.[K+].[K+] (potassium carbonate), BrC=1C=C(C=CC1)O (3-bromophenol), ICCOC (1-iodo-2-methoxyethane). Solvent: CN(C=O)C (dimethylformamide). Run at time 5 minute. Product: BrC1=CC(=CC=C1)OCCOC (1-Bromo-3-(2-methoxyethoxy)benzene). The yield is 25.5%. Reaction SMILES: C(=O)([O-])[O-].[K+].[K+].[Br:7][C:8]1[CH:9]=[C:10]([OH:14])[CH:11]=[CH:12][CH:13]=1.I[CH2:16][CH2:17][O:18][CH3:19].ClCCOC>CN(C)C=O>[Br:7][C:8]1[CH:13]=[CH:12][CH:11]=[C:10]([O:14][CH2:16][CH2:17][O:18][CH3:19])[CH:9]=1 |f:0.1.2|. Procedure: Anhydrous potassium carbonate (4.2 g, 30.4 mmol) was added to a stirred solution of 3-bromophenol (5.0 g, 28.9 mmol) in anhydrous dimethylformamide (100 ml). After 5 minutes, 1-iodo-2-methoxyethane (Annalen, 1967, 710, 59; 5.9 g, 31.8 mmol) was added and the reaction mixture stirred at room temperature for about 16 hours. At this point the mixture was heated at about 50° C. for approximately 72 hours, before 1-chloro-2-methoxyethane (1.8 ml, 19.8 mmol) was added and heating continued for a furth... Reactants: CC(C=NO)(C)SC (2-methyl-2-(methylthio) propionaldehyde oxime), CN=C=O (methyl isocyanate). Product: CNC(=O)ON=CC(C)(SC)C (2-methyl-2-(methylthio) propionaldehyde O-(methylcarbamoyl) oxime). RXN SMILES: [CH3:1][C:2]([S:7][CH3:8])([CH3:6])[CH:3]=[N:4][OH:5].[CH3:9][N:10]=[C:11]=[O:12]>>[CH3:9][NH:10][C:11]([O:5][N:4]=[CH:3][C:2]([CH3:6])([S:7][CH3:8])[CH3:1])=[O:12]. Reported procedure: The process of this invention can be carried out by contacting 2-methyl-2-(methylthio) propionaldehyde oxime with methyl isocyanate in the presence of an aqueous medium for a period sufficient to form 2-methyl-2-(methylthio) propionaldehyde O-(methylcarbamoyl) oxime which is reacted with a mixture of hydrogen peroxide and a carboxylic acid in the presence of an agueous medium and a catalyst, i.e., mineral or organic sulfonic acid, to give 2-methyl-2-(methylsulfonyl) propionaldehyde O-(methylcarb...